This data is from the Open Reaction Database (ORD), a public repository of structured organic reaction records. The task is: describe an organic reaction: reactants, conditions, products, and yield The reactants are FC(C1=CC=C(C#N)C=C1)(F)F (4-(trifluoromethyl)benzonitrile), Cl (hydrochloric acid), [Mg] (magnesium), BrC1=CC=C(C=C1)C(F)(F)F (4-bromobenzotrifluoride), [BH4-].[Na+] (sodium borohydride). Solvent: O1CCCC1 (tetrahydrofuran), C(C)OCC (diethyl ether), CO (methanol). Run at time 1 hour. Yields the product FC(C1=CC=C(C=C1)C(C1=CC=C(C=C1)C(F)(F)F)N)(F)F (C,C-Bis-(4-trifluoromethyl-phenyl)-methylamine). The yield is 2.0%. As a reaction SMILES: [Mg].Br[C:3]1[CH:8]=[CH:7][C:6]([C:9]([F:12])([F:11])[F:10])=[CH:5][CH:4]=1.[F:13][C:14]([F:24])([F:23])[C:15]1[CH:22]=[CH:21][C:18]([C:19]#[N:20])=[CH:17][CH:16]=1.[BH4-].[Na+].Cl>C(OCC)C.O1CCCC1.CO>[F:10][C:9]([F:12])([F:11])[C:6]1[CH:7]=[CH:8][C:3]([CH:19]([NH2:20])[C:18]2[CH:21]=[CH:22][C:15]([C:14]([F:13])([F:23])[F:24])=[CH:16][CH:17]=2)=[CH:4][CH:5]=1 |f:3.4|. Procedure: A suspension of 5 mmol magnesium-turnings in 10 ml diethyl ether was treated with 5 mmol 4-bromobenzotrifluoride to form the corresponding Grignard-reagent. This reagent was slowly added to a cooled solution of 5 mmol 4-(trifluoromethyl)benzonitrile in 10 ml of tetrahydrofuran at −70° C. After 1 hour at −70° C., the reaction mixture was stirred additional 2 hours at room temperature and then refluxed overnight. The resulting mixture was cooled again to 0° C. and diluted with 10 ml of methanol an... Reactants: Cn1nc(-c2cccc(-n3ncc4cc(C(C)(C)C)cc(F)c4c3=O)c2CO)cc(Nc2ccc(C3CCNCC3)cn2)c1=O, CS(=O)(=O)Cl, CCN(C(C)C)C(C)C, ClCCl. The product is Cn1nc(-c2cccc(-n3ncc4cc(C(C)(C)C)cc(F)c4c3=O)c2CO)cc(Nc2ccc(C3CCN(S(C)(=O)=O)CC3)cn2)c1=O. Reaction SMILES: [C:1]([CH3:2])([CH3:3])([CH3:4])[c:5]1[cH:6][c:7]2[cH:8][n:9][n:10](-[c:17]3[c:18]([CH2:44][OH:45])[c:19](-[c:23]4[n:24][n:25]([CH3:43])[c:26](=[O:42])[c:27]([NH:29][c:30]5[n:31][cH:32][c:33]([CH:36]6[CH2:37][CH2:38][NH:39][CH2:40][CH2:41]6)[cH:34][cH:35]5)[cH:28]4)[cH:20][cH:21][cH:22]3)[c:11](=[O:16])[c:12]2[c:13]([F:15])[cH:14]1.[CH3:55][S:56]([Cl:57])(=[O:58])=[O:59].[CH:46]([N:47]([CH2:48][CH3:49])[CH:50]([CH3:51])[CH3:52])([CH3:53])[CH3:54].[Cl:60][CH2:61][Cl:62]>>[C:1]([CH3:2])([CH3:3])([CH3:4])[c:5]1[cH:6][c:7]2[cH:8][n:9][n:10](-[c:17]3[c:18]([CH2:44][OH:45])[c:19](-[c:23]4[n:24][n:25]([CH3:43])[c:26](=[O:42])[c:27]([NH:29][c:30]5[n:31][cH:32][c:33]([CH:36]6[CH2:37][CH2:38][N:39]([S:56]([CH3:55])(=[O:58])=[O:59])[CH2:40][CH2:41]6)[cH:34][cH:35]5)[cH:28]4)[cH:20][cH:21][cH:22]3)[c:11](=[O:16])[c:12]2[c:13]([F:15])[cH:14]1. Starting materials: CCCCc1nc2cccc(CO)c2n1Cc1ccccc1Cl, ClCCl, O=S(Cl)Cl. Yields the product CCCCc1nc2cccc(CCl)c2n1Cc1ccccc1Cl. RXN SMILES: [CH2:1]([CH2:2][CH2:3][CH3:4])[c:5]1[n:6][c:7]2[c:8]([n:9]1[CH2:10][c:11]1[c:12]([Cl:17])[cH:13][cH:14][cH:15][cH:16]1)[c:18]([CH2:22][OH:23])[cH:19][cH:20][cH:21]2.[CH2:28]([Cl:29])[Cl:30].[S:24]([Cl:25])([Cl:26])=[O:27]>>[CH2:1]([CH2:2][CH2:3][CH3:4])[c:5]1[n:6][c:7]2[c:8]([n:9]1[CH2:10][c:11]1[c:12]([Cl:17])[cH:13][cH:14][cH:15][cH:16]1)[c:18]([CH2:22][Cl:26])[cH:19][cH:20][cH:21]2. RXN SMILES: [C:15]=[O:16].[CH3:1][O:2][C:3](=[O:4])[c:5]1[n:6][nH:7][c:8]2[cH:9][cH:10][c:11]([Br:14])[cH:12][c:13]12.[CH3:22][CH2:23][O:24][C:25]([CH3:26])=[O:27].[O:17]=[CH:18][N:19]([CH3:20])[CH3:21].[OH2:28].[Pd:29]([Cl:30])[Cl:31].[c:32]1([P:33]([c:34]2[cH:35][cH:36][cH:37][cH:38][cH:39]2)[c:40]2[cH:41][cH:42][cH:43][cH:44][cH:45]2)[cH:46][cH:47][cH:48][cH:49][cH:50]1.[c:51]1([P:52]([c:53]2[cH:54][cH:55][cH:56][cH:57][cH:58]2)[c:59]2[cH:60][cH:61][cH:62][cH:63][cH:64]2)[cH:65][cH:66][cH:67][cH:68][cH:69]1>>[CH3:1][O:2][C:3](=[O:4])[c:5]1[n:6][nH:7][c:8]2[cH:9][cH:10][c:11]([CH:18]=[O:17])[cH:12][c:13]12. Starting materials: C=O, COC(=O)c1n[nH]c2ccc(Br)cc12, CCOC(C)=O, CN(C)C=O, O, Cl[Pd]Cl, c1ccc(P(c2ccccc2)c2ccccc2)cc1, c1ccc(P(c2ccccc2)c2ccccc2)cc1. Yields the product COC(=O)c1n[nH]c2ccc(C=O)cc12. Starting materials: CCOCC, NCc1ccc(Cl)cc1, CCOC(=O)c1nnc2ccc(CN3CCOCC3)cc2c1O. Yields the product O=C(NCc1ccc(Cl)cc1)c1nnc2ccc(CN3CCOCC3)cc2c1O. RXN SMILES: [CH3:33][CH2:34][O:35][CH2:36][CH3:37].[Cl:24][c:25]1[cH:26][cH:27][c:28]([CH2:29][NH2:30])[cH:31][cH:32]1.[OH:1][c:2]1[c:3]([C:19]([O:21][CH2:20][CH3:22])=[O:23])[n:4][n:5][c:6]2[cH:7][cH:8][c:9]([CH2:12][N:13]3[CH2:14][CH2:15][O:16][CH2:17][CH2:18]3)[cH:10][c:11]12>>[OH:1][c:2]1[c:3]([C:19](=[O:21])[NH:30][CH2:29][c:28]2[cH:27][cH:26][c:25]([Cl:24])[cH:32][cH:31]2)[n:4][n:5][c:6]2[cH:7][cH:8][c:9]([CH2:12][N:13]3[CH2:14][CH2:15][O:16][CH2:17][CH2:18]3)[cH:10][c:11]12. The reactants are O=C([O-])[O-], COCCOC, Nc1ncnc2c1c(I)nn2C1CCCC1, [Na+], [Na+], OB1OCc2cc(Oc3ccccc3)ccc21, O, O. Yields the product Nc1ncnc2c1c(-c1ccc(Oc3ccccc3)cc1CO)nn2C1CCCC1. RXN SMILES: [C:35](=[O:36])([O-:37])[O-:38].[CH3:41][O:42][CH2:43][CH2:44][O:45][CH3:46].[CH:1]1([n:6]2[n:7][c:8]([I:16])[c:9]3[c:10]2[n:11][cH:12][n:13][c:14]3[NH2:15])[CH2:2][CH2:3][CH2:4][CH2:5]1.[Na+:39].[Na+:40].[O:17]([c:18]1[cH:19][cH:20][cH:21][cH:22][cH:23]1)[c:24]1[cH:25][cH:26][c:27]2[c:28]([cH:33]1)[CH2:29][O:30][B:31]2[OH:32].[OH2:34].[OH2:47]>>[CH:1]1([n:6]2[n:7][c:8](-[c:27]3[cH:26][cH:25][c:24]([O:17][c:18]4[cH:19][cH:20][cH:21][cH:22][cH:23]4)[cH:33][c:28]3[CH2:29][OH:30])[c:9]3[c:10]2[n:11][cH:12][n:13][c:14]3[NH2:15])[CH2:2][CH2:3][CH2:4][CH2:5]1. Product: CC(=O)c1cc(Br)cs1. Starting materials: [Al+3], Br, BrBr, CC(=O)c1cccs1, [Cl-], [Cl-], [Cl-], ClC(Cl)Cl, Cl, O. Reaction SMILES: [Al+3:10].[Br:13].[Br:14][Br:15].[C:1]([CH3:2])(=[O:3])[c:4]1[s:5][cH:6][cH:7][cH:8]1.[Cl-:11].[Cl-:12].[Cl-:9].[Cl:17][CH:18]([Cl:19])[Cl:20].[ClH:16].[OH2:21]>>[C:1]([CH3:2])(=[O:3])[c:4]1[s:5][cH:6][c:7]([Br:14])[cH:8]1.